This data is from the Open Reaction Database (ORD), a public repository of structured organic reaction records. The task is: describe an organic reaction: reactants, conditions, products, and yield The product is O1B(OC(C)(C)C1(C)C)C=2C=C(C=C(C2)C)N(C)C. Starting materials: C=1C=C(C=C(C1)C)N(C)C. Yield: 96.0%. Reagents/catalysts: O1B(OC(C)(C)C1(C)C)B2OC(C)(C)C(O2)(C)C, N=1C=CC=CC1N2B(NC=3C=CC=CC32)B4NC=5C=CC=CC5N4C6=NC=CC=C6, C[OH2+].C[OH2+].C1CC=CCCC=C1.C1CC=CCCC=C1.[Ir].[Ir]. Conditions: temperature 100 celsius, time 24 hour. Solvent: O(C)C1CCCC1. Reported procedure: The general procedure A was followed using N,N,3-trimethylaniline (73.5 ul, 0.5 mmol) and B2pin2 (126.9 mg, 0.5 mmol, 1.0 eq.) as starting material. The resulting mixture was allowed to stir 24 hours at 100 oC. 5d was obtained as white solid (126.2 mg, 96%) after purification by silica gel flash chromatography (EtOAc/PE=1:20 v/v). m.p.: 82-84 °C. Starting materials: Cl (hydrochloric acid), COC1=C(C=CC=C1)C(C)N[C@@H]1CN(CC1)C1=CC=C(C=C1)S(=O)(=O)N(C)C (4-[(S)-3-[1-(2-methoxyphenyl)ethylamino]pyrrolidin-1-yl]-N,N-dimethyl-benzenesulfonamide). The solvent is C(C)(C)(C)O (tert-butanol). Product: Cl.Cl.COC1=C(C=CC=C1)C(C)N[C@@H]1CN(CC1)C1=CC=C(C=C1)S(=O)(=O)N(C)C (4-[(S)-3-[1-(2-methoxyphenyl)ethylamino]pyrrolidin-1-yl]-N,N-dimethyl-benzenesulfonamide dihydrochloride). As a reaction SMILES: [CH3:1][O:2][C:3]1[CH:8]=[CH:7][CH:6]=[CH:5][C:4]=1[CH:9]([NH:11][C@H:12]1[CH2:16][CH2:15][N:14]([C:17]2[CH:22]=[CH:21][C:20]([S:23]([N:26]([CH3:28])[CH3:27])(=[O:25])=[O:24])=[CH:19][CH:18]=2)[CH2:13]1)[CH3:10].[ClH:29]>C(O)(C)(C)C>[ClH:29].[ClH:29].[CH3:1][O:2][C:3]1[CH:8]=[CH:7][CH:6]=[CH:5][C:4]=1[CH:9]([NH:11][C@H:12]1[CH2:16][CH2:15][N:14]([C:17]2[CH:18]=[CH:19][C:20]([S:23]([N:26]([CH3:28])[CH3:27])(=[O:25])=[O:24])=[CH:21][CH:22]=2)[CH2:13]1)[CH3:10] |f:3.4.5|. Procedure details: To a solution of 54 mg of 4-[(S)-3-aminopyrrolidin-1-yl]-N,N-dimethyl-benzenesulfonamide and 30 mg of 2-methoxyacetophenone in 1 ml of THF was added 85 mg of titanium isopropoxide, and the mixture was stirred at room temperature for 1 day. Further, 12 mg of sodium borohydride was added to the reaction mixture, and then, 0.3 ml of methanol was added to the mixture, and the mixture was stirred at room temperature for 4 hours. To the reaction mixture was added 0.5 ml of 28% aqueous ammonia solution... Starting materials: [Mg] (magnesium), [Mg] (magnesium), COC1=CC=C(C#N)C=C1 (4-methoxybenzonitrile), BrC=1C=C(C=CC1)C (3-bromotoluene), II (iodine), ether-ethyl acetate, OS(=O)(=O)O (H2SO4). The reagents and catalysts are solution. The solvent is CCOCC (ether), CCOCC (ether), O (water). Run at time 8 hour. Product: CC=1C=C(C(=O)C2=CC=C(C=C2)OC)C=CC1 (3-Methyl-[4'-methoxy]-benzophenone). Isolated yield 73.5%. Reaction SMILES: [Mg].Br[C:3]1[CH:4]=[C:5]([CH3:9])[CH:6]=[CH:7][CH:8]=1.II.[CH3:12][O:13][C:14]1[CH:21]=[CH:20][C:17]([C:18]#N)=[CH:16][CH:15]=1.[OH:22]S(O)(=O)=O>CCOCC.O>[CH3:9][C:5]1[CH:4]=[C:3]([CH:8]=[CH:7][CH:6]=1)[C:18]([C:17]1[CH:20]=[CH:21][C:14]([O:13][CH3:12])=[CH:15][CH:16]=1)=[O:22]. Reported procedure: A 3-neck flask equipped with a condenser, mechanical stirrer and dropping funnel is charged under nitrogen with 1.925 g (79.19 g.a.) of magnesium turnings and enough ether to cover the turnings. A few drops of a solution of 3-bromotoluene (15.79 g, 92.28 mmole) in ether (40 mL) is then added along with a crystal of iodine to initiate the reaction. The remainder of the solution is then added dropwise and the mixture is refluxed until most of the magnesium has disappeared. After cooling, a solutio... Starting materials: CCOC(=O)C(=Cc1ccc(Br)cc1[N+](=O)[O-])CC#N, CC(=O)O, [Fe]. Product: CCOC(=O)C1=Cc2ccc(Br)cc2N=C(N)C1. Reaction SMILES: [Br:1][c:2]1[cH:3][c:4]([N+:18]([O-:19])=[O:20])[c:5]([CH:8]=[C:9]([C:10](=[O:11])[O:12][CH2:13][CH3:14])[CH2:15][C:16]#[N:17])[cH:6][cH:7]1.[CH3:21][C:22](=[O:23])[OH:24].[Fe:25]>>[Br:1][c:2]1[cH:3][c:4]2[c:5]([cH:6][cH:7]1)[CH:8]=[C:9]([C:10](=[O:11])[O:12][CH2:13][CH3:14])[CH2:15][C:16]([NH2:17])=[N:18]2. Reactants: COc1ccccc1-c1ccc2cnc(S(C)=O)nn12, COCC(C)O, CCN(C(C)C)C(C)C, CN1C(=O)Cc2cc(N)ccc21. Yields the product COc1ccccc1-c1ccc2cnc(Nc3ccc4c(c3)CC(=O)N4C)nn12. RXN SMILES: [CH3:1][S:2](=[O:3])[c:4]1[n:5][n:6]2[c:7]([cH:8][n:9]1)[cH:10][cH:11][c:12]2-[c:13]1[c:14]([O:19][CH3:20])[cH:15][cH:16][cH:17][cH:18]1.[CH3:42][O:43][CH2:44][CH:45]([OH:46])[CH3:47].[CH:21]([N:22]([CH2:23][CH3:24])[CH:25]([CH3:26])[CH3:27])([CH3:28])[CH3:29].[NH2:30][c:31]1[cH:32][c:33]2[c:37]([cH:38][cH:39]1)[N:36]([CH3:40])[C:35](=[O:41])[CH2:34]2>>[c:4]1([NH:30][c:31]2[cH:32][c:33]3[c:37]([cH:38][cH:39]2)[N:36]([CH3:40])[C:35](=[O:41])[CH2:34]3)[n:5][n:6]2[c:7]([cH:8][n:9]1)[cH:10][cH:11][c:12]2-[c:13]1[c:14]([O:19][CH3:20])[cH:15][cH:16][cH:17][cH:18]1. Starting materials: OC1(CCC(CC1)C(CNS(=O)(=O)C(C)C)C)C=1SC=CC1 (N-[2-[4-hydroxy-4-(2-thienyl)cyclohexyl]propyl] 2-propanesulfonamide), C(C)[SiH](CC)CC (triethylsilane), B(F)(F)F.CCOCC (boron trifluoride diethyl etherate). Run in ClCCl (dichloromethane). Reaction conditions: time 1 hour. Product: S1C(=CC=C1)C1CCC(CC1)C(CNS(=O)(=O)C(C)C)C (N-[2-[4-(2-thienyl)cyclohexyl]propyl] 2-propanesulfonamide). The yield is 50.1%. Reaction SMILES: O[C:2]1([C:18]2[S:19][CH:20]=[CH:21][CH:22]=2)[CH2:7][CH2:6][CH:5]([CH:8]([CH3:17])[CH2:9][NH:10][S:11]([CH:14]([CH3:16])[CH3:15])(=[O:13])=[O:12])[CH2:4][CH2:3]1.C([SiH](CC)CC)C.B(F)(F)F.CCOCC>ClCCl>[S:19]1[CH:20]=[CH:21][CH:22]=[C:18]1[CH:2]1[CH2:7][CH2:6][CH:5]([CH:8]([CH3:17])[CH2:9][NH:10][S:11]([CH:14]([CH3:16])[CH3:15])(=[O:13])=[O:12])[CH2:4][CH2:3]1 |f:2.3|. Reported procedure: To a solution of 80 mg (0.23 mmol) of the material prepared in Example 1 in 2 ml of dichloromethane and 32 mg (0.28 mmol) of triethylsilane at −78° C., was added 49 mg (0.35 mmol) of boron trifluoride diethyl etherate. The mixture was stirred for 1 h., the bath was removed and stirred at ambient temperature for 30 min. A saturated solution of sodium bicarbonate (2 ml) was added and extracted with dichloromethane, dried over Na2SO4, filtered and concentrated in vacuo. Chromatography (75 g of sili... Reactants: COC=1C=C2CCC(C2=CC1)(C)C (5-methoxy-1,1-dimethylindane), ice, CN(C=O)C (dimethylformamide), oxytrichloride. Solvent: CCCCCC (hexane). Run at temperature 100 celsius. Yields the product CC1(CCC2=CC(=C(C=C12)C=O)OC)C (1,1-dimethyl-5-methoxyindan-6-carboxaldehyde). The yield is 39.7%. Reaction SMILES: [CH3:1][O:2][C:3]1[CH:4]=[C:5]2[C:9](=[CH:10][CH:11]=1)[C:8]([CH3:13])([CH3:12])[CH2:7][CH2:6]2.CN(C)[CH:16]=[O:17]>CCCCCC>[CH3:12][C:8]1([CH3:13])[C:9]2[C:5](=[CH:4][C:3]([O:2][CH3:1])=[C:11]([CH:16]=[O:17])[CH:10]=2)[CH2:6][CH2:7]1. Procedure: To a mixture of 10.60 g (60.0 mmol) of 5-methoxy-1,1-dimethylindane (see U.K. Patent Application No. GB 2,067,195 A for a method of obtaining this compound) and 6.5 g (90.0 mmol) of dimethylformamide was added 11.5 g (75.0 mmol) of phosphorous oxytrichloride. The mixture was heated at 100° C. for 5 h. The reaction mixture was cooled to ambient temperature and poured onto 100 g of ice. The aqueous residue was extracted with ether. The organic phase was washed with saturated sodium bicarbonate sol... Starting materials: C(C)(=O)OC1=CC=CC=C1 (phenyl acetate), C(C)(C)(C)OOC(C)(C)C (tert-butyl peroxide), C1CCCCC1 (cyclohexane), {[Cl2NN]Cu}2(benzene). Conditions: temperature 90 celsius. Product: C1(=CC=CC=C1)OC1CCCCC1 (Cyclohexyl Phenyl Ether). Reaction SMILES: [C:1]([O:4][C:5]1[CH:10]=[CH:9][CH:8]=[CH:7][CH:6]=1)(=O)[CH3:2].[CH2:11]1[CH2:16]CC[CH2:13][CH2:12]1.C(OOC(C)(C)C)(C)(C)C>>[C:1]1([O:4][CH:5]2[CH2:10][CH2:9][CH2:8][CH2:7][CH2:6]2)[CH:13]=[CH:12][CH:11]=[CH:16][CH:2]=1. Procedure details: Into a pressure vessel phenyl acetate (126 μL, 1 mmol, 1 eq) was added and diluted with cyclohexane (1.080 mL, 10 mmol, 10 eq). To this stirring solution was added 1 mol % of a stock solution of {[Cl2NN]Cu}2(benzene) from the catalyst stock solution described in Example 4 (200 μL=0.01 mmol). After adding of tert-butyl peroxide (220 μL, 1.2 mmol), the pressure vessel was sealed and heated to 90° C. for 24 hr. The catalyst was separated by exposing the mixture to air and filtering through Celite®.... Starting materials: NC=1SC(=C(N1)C)C1=NC(=NC=C1)NC1=CC=C(C=C1)F ([4-(2-amino-4-methyl-thiazol-5-yl)-pyrimidin-2-yl]-(4-fluoro-phenyl)-amine), CC=1N=C(SC1C1=NC(=NC=C1)NC1=CC(=CC=C1)[N+](=O)[O-])NCCO (2-{4-Methyl-5-[2-(3-nitro-phenylamino)-pyrimidin-4-yl]-thiazol-2-ylamino}-ethanol). Yields the product FC1=CC=C(C=C1)NC1=NC=CC(=N1)C1=C(N=C(S1)NCCO)C (2-{5-[2-(4-Fluoro-phenylamino)-pyrimidin-4-yl]-4-methyl-thiazol-2-ylamino}-ethanol). RXN SMILES: [NH2:1][C:2]1[S:3][C:4]([C:8]2[CH:13]=[CH:12][N:11]=[C:10]([NH:14][C:15]3[CH:20]=[CH:19][C:18]([F:21])=[CH:17][CH:16]=3)[N:9]=2)=[C:5]([CH3:7])[N:6]=1.CC1N=C(N[CH2:45][CH2:46][OH:47])SC=1C1C=CN=C(NC2C=CC=C([N+]([O-])=O)C=2)N=1>>[F:21][C:18]1[CH:19]=[CH:20][C:15]([NH:14][C:10]2[N:9]=[C:8]([C:4]3[S:3][C:2]([NH:1][CH2:45][CH2:46][OH:47])=[N:6][C:5]=3[CH3:7])[CH:13]=[CH:12][N:11]=2)=[CH:16][CH:17]=1. Procedure details: This compound was prepared from [4-(2-amino-4-methyl-thiazol-5-yl)-pyrimidin-2-yl]-(4-fluoro-phenyl)-amine in a manner analogous to that described for compound [58]. 1H-NMR (DMSO-d6) δ: 2.44 (s, 3H, CH3), 3.54 (m, 2H, CH2), 4.78 (m, 2H, CH2), 6.87 (d, 1H, J=5.2 Hz, pyrimidinyl-H), 7.09 (m, 2H, Ph-H), 7.75 (m, 2H, Ph-H), 8.30 (d, 1H, J=5.2 Hz, pyrimidinyl-H), 8.11 (m, 1H, NH), 9.43 (s, 1H, NH). DE MALDI-TOF MS: [M+H]+=345.79 (C16H16FN5OS requires 345.40). Reactants: BrC1=C(C=CC(=C1)C(C)C)N1C=C(C2=C(C=C(N=C12)C)C)C#N (1-(2-Bromo-4-isopropylphenyl)-3-cyano-4,6-dimethyl-7-azaindole), C(C1=CC=CC=C1)(=O)CC(C)=O (benzoylacetone), C=1(C(=CC=CC1)C)C (xylene). The solvent is O (water). Yields the product BrC1=C(C=CC(=C1)C(C)C)N1C=C(C2=C(C=C(N=C12)C1=CC=CC=C1)C)C#N (1-(2-bromo-4-isopropylphenyl)-3-cyano-4-methyl-6-phenyl-7-azaindole), BrC1=C(C=CC(=C1)C(C)C)N1C=C(C2=C(C=C(N=C12)C)C)C#N (1-(2-bromo-4-isopropylphenyl)-3-cyano-6-methyl-4-methyl-7-azaindole). RXN SMILES: [Br:1][C:2]1[CH:7]=[C:6]([CH:8]([CH3:10])[CH3:9])[CH:5]=[CH:4][C:3]=1[N:11]1[C:19]2[C:14](=[C:15]([CH3:21])[CH:16]=[C:17]([CH3:20])[N:18]=2)[C:13]([C:22]#[N:23])=[CH:12]1.[C:24]([CH2:32][C:33](=O)C)(=O)[C:25]1C=CC=C[CH:26]=1.C1(C)C(C)=CC=CC=1>O>[Br:1][C:2]1[CH:7]=[C:6]([CH:8]([CH3:10])[CH3:9])[CH:5]=[CH:4][C:3]=1[N:11]1[C:19]2[C:14](=[C:15]([CH3:21])[CH:16]=[C:17]([C:20]3[CH:33]=[CH:32][CH:24]=[CH:25][CH:26]=3)[N:18]=2)[C:13]([C:22]#[N:23])=[CH:12]1.[Br:1][C:2]1[CH:7]=[C:6]([CH:8]([CH3:10])[CH3:9])[CH:5]=[CH:4][C:3]=1[N:11]1[C:19]2[C:14](=[C:15]([CH3:21])[CH:16]=[C:17]([CH3:20])[N:18]=2)[C:13]([C:22]#[N:23])=[CH:12]1. Reported procedure: A mixture of 737 mg (2.00 mmole) of the product from Example 64 (Part B), 324 mg (2.00 mmole) of benzoylacetone and 25 mL of xylene was heated in a flask equipped with a water separator for 2 hours. The solvent was removed by evaporation, and the residue chromatographed on silica gel, eluting in step gradients with 0, 5, 10; and 15% ethyl acetate in hexane. Both 1-(2-bromo-4-isopropylphenyl)-3-cyano-4-methyl-6-phenyl-7-azaindole and 1-(2-bromo-4-isopropylphenyl)-3-cyano-6-methyl-4-methyl-7-azain...